Dataset: the Open Reaction Database (ORD), a public repository of structured organic reaction records. Task: describe an organic reaction: reactants, conditions, products, and yield The reactants are CN(C(=O)[C@@H]1CN(CC[C@@H]1C)C(=O)OC(C)(C)C)C (cis-tert-butyl 3-(dimethylcarbamoyl)-4-methylpiperidine-1-carboxylate), Cl (hydrogen chloride). Run in CCOCC (ether). Run at time 30 minute. Product: Cl.CN(C(=O)[C@@H]1CNCC[C@@H]1C)C (cis-N,N,4-trimethylpiperidine-3-carboxamide hydrochloride). As a reaction SMILES: [CH3:1][N:2]([CH3:19])[C:3]([C@H:5]1[C@@H:10]([CH3:11])[CH2:9][CH2:8][N:7](C(OC(C)(C)C)=O)[CH2:6]1)=[O:4].[ClH:20]>CCOCC>[ClH:20].[CH3:1][N:2]([CH3:19])[C:3]([C@H:5]1[C@@H:10]([CH3:11])[CH2:9][CH2:8][NH:7][CH2:6]1)=[O:4] |f:3.4|. Procedure: To cis-tert-butyl 3-(dimethylcarbamoyl)-4-methylpiperidine-1-carboxylate (0.3 g, 1.12 mmol) was added a solution of hydrogen chloride in ether. The mixture was stirred for 30 min, and then was concentrated under reduced pressure to afford cis-N,N,4-trimethylpiperidine-3-carboxamide hydrochloride (0.16 g) as a white solid. The material was used without further purification.